The task is: describe an organic reaction: reactants, conditions, products, and yield. This data is from the Open Reaction Database (ORD), a public repository of structured organic reaction records. Starting materials: COC(C1=C(N=C(C(=C1O)[N+](=O)[O-])O)COC)=O (4,6-Dihydroxy-2-methoxymethyl-5-nitro-nicotinic acid methyl ester). Solvent: Cl (hydrochloric acid). Reaction conditions: temperature 120 celsius. The product is COCC1=CC(=C(C(=N1)O)[N+](=O)[O-])O (6-Methoxymethyl-3-nitro-pyridine-2,4-diol). As a reaction SMILES: COC(=O)[C:4]1[C:9]([OH:10])=[C:8]([N+:11]([O-:13])=[O:12])[C:7]([OH:14])=[N:6][C:5]=1[CH2:15][O:16][CH3:17]>Cl>[CH3:17][O:16][CH2:15][C:5]1[N:6]=[C:7]([OH:14])[C:8]([N+:11]([O-:13])=[O:12])=[C:9]([OH:10])[CH:4]=1. Procedure details: 4,6-Dihydroxy-2-methoxymethyl-5-nitro-nicotinic acid methyl ester (2.00 g, 7.75 mmol) is placed in concentrated hydrochloric acid (100 mL) and heated in a bomb at 120° C. overnight. The reaction mixture is cooled in an ice bath and poured onto ice (200 g). A white precipitate formed. The precipitate is collected and dried in a vacuum oven to afford the title compound.